This data is from the Open Reaction Database (ORD), a public repository of structured organic reaction records. The task is: describe an organic reaction: reactants, conditions, products, and yield Reactants: ClC1=C(C(=CC(=C1)Cl)Cl)NN=C(C(C)(C)C)Cl (2,2-dimethylpropionyl chloride 2,4,6-trichlorophenylhydrazone), [O-]C#N.[K+] (potassium cyanate). Solvent: C(C)O (ethanol), O (water). Reaction conditions: time 0.5 hour. Yields the product OC1=NC(=NN1C1=C(C=C(C=C1Cl)Cl)Cl)C(C)(C)C (5-hydroxy-3-(tert-butyl)-1-(2,4,6-trichlorophenyl)-1H-1,2,4-triazole). Yield: 95.1%. RXN SMILES: [Cl:1][C:2]1[CH:7]=[C:6]([Cl:8])[CH:5]=[C:4]([Cl:9])[C:3]=1[NH:10][N:11]=[C:12](Cl)[C:13]([CH3:16])([CH3:15])[CH3:14].[O-:18][C:19]#[N:20].[K+]>C(O)C.O>[OH:18][C:19]1[N:10]([C:3]2[C:2]([Cl:1])=[CH:7][C:6]([Cl:8])=[CH:5][C:4]=2[Cl:9])[N:11]=[C:12]([C:13]([CH3:16])([CH3:15])[CH3:14])[N:20]=1 |f:1.2|. Procedure: 6.3 g (0.02 mol) of 2,2-dimethylpropionyl chloride 2,4,6-trichlorophenylhydrazone was dissolved in 50 ml of ethanol. Then, a solution of 3.2 g (0.04 mol) of potassium cyanate in 30 ml of water, was dropwise added thereto under stirring at room temperature. After completion of the dropwise addition, stirring was continued at the same temperature for further 0.5 hour. The precipitated crystals were collected by filtration and washed with n-hexane to obtain 6.1 g (yield: 95.3%) of 5-hydroxy-3-(tert... Reactants: N(=[N+]=[N-])C1C(N(CCCCC1)C(C)C(=O)OC)=O (3-azido-1-(1-carbomethoxyethyl)perhydroazocin-2-one), [OH-].[Na+] (NaOH). Yields the product N(=[N+]=[N-])C1C(N(CCCCC1)C(C)C(=O)O)=O (3-azido-1-(1-carboxyethyl)-perhydroazocin-2-one). RXN SMILES: [N:1]([CH:4]1[CH2:11][CH2:10][CH2:9][CH2:8][CH2:7][N:6]([CH:12]([C:14]([O:16]C)=[O:15])[CH3:13])[C:5]1=[O:18])=[N+:2]=[N-:3].[OH-].[Na+]>>[N:1]([CH:4]1[CH2:11][CH2:10][CH2:9][CH2:8][CH2:7][N:6]([CH:12]([C:14]([OH:16])=[O:15])[CH3:13])[C:5]1=[O:18])=[N+:2]=[N-:3] |f:1.2|. Reported procedure: Saponify this ester with dilute NaOH, acidify the reaction mixture and extract with methylene chloride. After drying and concentration of the extracts, isolate 3-azido-1-(1-carboxyethyl)-perhydroazocin-2-one. Fractionally crystallize this material from acetonitrile as the dicyclohexylamine salt to obtain the desired diastereomer.